From a dataset of the Open Reaction Database (ORD), a public repository of structured organic reaction records. describe an organic reaction: reactants, conditions, products, and yield Starting materials: CCCCCC, CCO, Cc1ccc(S(=O)(=O)OCCC=C(F)F)cc1, NC(N)=S. Yields the product Cc1ccc(S(=O)(=O)O)cc1, NC(=S)NCCC=C(F)F. As a reaction SMILES: [CH3:22][CH2:23][CH2:24][CH2:25][CH2:26][CH3:27].[CH3:28][CH2:29][OH:30].[CH3:5][c:6]1[cH:7][cH:8][c:9]([S:12](=[O:13])(=[O:14])[O:15][CH2:16][CH2:17][CH:18]=[C:19]([F:20])[F:21])[cH:10][cH:11]1.[NH2:1][C:2]([NH2:3])=[S:4]>>[CH3:5][c:6]1[cH:7][cH:8][c:9]([S:12](=[O:13])(=[O:14])[OH:15])[cH:10][cH:11]1.[NH:1]([C:2]([NH2:3])=[S:4])[CH2:16][CH2:17][CH:18]=[C:19]([F:20])[F:21]. Reactants: [Cl-].[Al+3].[Cl-].[Cl-] (aluminum chloride), C(C)(=O)Cl (acetyl chloride), C(CC)C=1NC2=CC(=CC=C2C1)C(=O)OC (methyl 2-propylindole-6-carboxylate). The solvent is ClCCl (dichloromethane). Conditions: temperature 20 celsius, time 1 hour. Product: C(C)(=O)C1=C(NC2=CC(=CC=C12)C(=O)OC)CCC (methyl 3-acetyl-2-propylindole-6-carboxylate). RXN SMILES: [Cl-].[Al+3].[Cl-].[Cl-].[C:5](Cl)(=[O:7])[CH3:6].[CH2:9]([C:12]1[NH:13][C:14]2[C:19]([CH:20]=1)=[CH:18][CH:17]=[C:16]([C:21]([O:23][CH3:24])=[O:22])[CH:15]=2)[CH2:10][CH3:11]>ClCCl>[C:5]([C:20]1[C:19]2[C:14](=[CH:15][C:16]([C:21]([O:23][CH3:24])=[O:22])=[CH:17][CH:18]=2)[NH:13][C:12]=1[CH2:9][CH2:10][CH3:11])(=[O:7])[CH3:6] |f:0.1.2.3|. Procedure: To a stirring suspension of aluminum chloride (294 mg) and acetyl chloride (0.08 ml) in dichloromethane (10 ml) was added methyl 2-propylindole-6-carboxylate (200 mg), and the mixture was stirred at 20° C. for 1 hour. The resulting mixture was poured onto ice and extracted with ethyl acetate. The combined organic chase was washed with aqueous sodium bicarbonate and brine, then dried over sodium sulfate and evaporated in vacuo. The residue was triturated with isopropyl ether to give methyl 3-acet... The reactants are CN1CCN(CC1)C1=CC=C(C=N1)C=1SC2=C(N1)C=CC(=C2)C(=O)OCC (Ethyl 2-[6-(4-methylpiperazin-1-yl)pyridin-3-yl]-1,3-benzothiazole-6-carboxylate), Cl (HCl). The product is Cl.CN1CCN(CC1)C1=CC=C(C=N1)C=1SC2=C(N1)C=CC(=C2)C(=O)O (2-[6-(4-Methylpiperazin-1-yl)pyridin-3-yl]-1,3-benzothiazole-6-carboxylic Acid Hydrochloride). As a reaction SMILES: [CH3:1][N:2]1[CH2:7][CH2:6][N:5]([C:8]2[N:13]=[CH:12][C:11]([C:14]3[S:15][C:16]4[CH:22]=[C:21]([C:23]([O:25]CC)=[O:24])[CH:20]=[CH:19][C:17]=4[N:18]=3)=[CH:10][CH:9]=2)[CH2:4][CH2:3]1.[ClH:28]>>[ClH:28].[CH3:1][N:2]1[CH2:3][CH2:4][N:5]([C:8]2[N:13]=[CH:12][C:11]([C:14]3[S:15][C:16]4[CH:22]=[C:21]([C:23]([OH:25])=[O:24])[CH:20]=[CH:19][C:17]=4[N:18]=3)=[CH:10][CH:9]=2)[CH2:6][CH2:7]1 |f:2.3|. Procedure details: Ethyl 2-[6-(4-methylpiperazin-1-yl)pyridin-3-yl]-1,3-benzothiazole-6-carboxylate (46 mg, 0.12 mmol) was heated at 110° C. in 6 M HCl (2 mL) for 3 h. The solvent was evaporated in vacuo, before co-evaporation with toluene three times, to give the title compound (46 mg) as a yellow solid. 1H NMR δ 10.90 (br. s., 1 H) 8.88 (d, 1 H) 8.73 (s, 1 H) 8.28 (dd, 1 H) 8.05 (s, 2 H) 6.97-7.40 (m, 2 H) 4.59 (d, 2 H) 3.51 (d, 2 H) 3.33-3.45 (m, 2 H) 3.02-3.16 (m, 2 H) 2.80 (d, 3 H); MS m/z (M+H) 355, (M−H) 35...